Dataset: the Open Reaction Database (ORD), a public repository of structured organic reaction records. Task: describe an organic reaction: reactants, conditions, products, and yield The reactants are ClC1=C(C=NN1C)[N+](=O)[O-] (5-chloro-1-methyl-4-nitro-1H-pyrazole), CN(C(OC(C)(C)C)=O)CC1CCNCC1 (tert-butyl methyl(piperidin-4-ylmethyl)carbamate), CCN(C(C)C)C(C)C (DIPEA). Run in CCO (EtOH). The product is CN1N=CC(=C1N1CCC(CC1)CNC(OC(C)(C)C)=O)[N+](=O)[O-] (tert-butyl (1-(1-methyl-4-nitro-1H-pyrazol-5-yl)piperidin-4-yl)methylcarbamate). Yield: 81.4%. As a reaction SMILES: Cl[C:2]1[N:6]([CH3:7])[N:5]=[CH:4][C:3]=1[N+:8]([O-:10])=[O:9].C[N:12]([CH2:20][CH:21]1[CH2:26][CH2:25][NH:24][CH2:23][CH2:22]1)[C:13](=[O:19])[O:14][C:15]([CH3:18])([CH3:17])[CH3:16].CCN(C(C)C)C(C)C>CCO>[CH3:7][N:6]1[C:2]([N:24]2[CH2:25][CH2:26][CH:21]([CH2:20][NH:12][C:13](=[O:19])[O:14][C:15]([CH3:17])([CH3:16])[CH3:18])[CH2:22][CH2:23]2)=[C:3]([N+:8]([O-:10])=[O:9])[CH:4]=[N:5]1. Reported procedure: A solution of 5-chloro-1-methyl-4-nitro-1H-pyrazole from Example 1 (0.2 g, 1.23 mmol), tert-butyl methyl(piperidin-4-ylmethyl)carbamate (0.29 g, 1.36 mmol) and DIPEA (1 mL, 5.7 mmol) in EtOH (3 mL) was heated at 130° C. in a microwave for 2 hr. The solvent was removed under reduced pressure and the residue was purified by silica gel column chromatography (40% EtOAc/isohexane) to give tert-butyl (1-(1-methyl-4-nitro-1H-pyrazol-5-yl)piperidin-4-yl)methylcarbamate as a yellow oil (0.34 g, 80%). To ... Reactants: C(C)(=O)OC1=C(C=C(C(=O)O)C(=C1)C(=O)N([C@H]1CCCC2=CC=CC=C12)CC1=CC(=CC=C1)OC1=CC=C(C=C1)Cl)C(=O)O (4-(acetyloxy)-6-({[3-(4-chlorophenoxy)benzyl][(1S)-1,2,3,4-tetrahydro-1-naphthalenyl]amino}carbonyl)isophthalic acid), C(=O)(O)[O-].[Na+] (NaHCO3). The solvent is CO (methanol), O (water). Conditions: time 24 hour. Product: OC1=C(C=C(C(=O)O)C(=C1)C(=O)N([C@H]1CCCC2=CC=CC=C12)CC1=CC(=CC=C1)OC1=CC=CC=C1)C(=O)O (4-hydroxy-6-({(3-phenoxybenzyl)[(1S)-1,2,3,4-tetrahydro-1-naphthalenyl]amino}carbonyl)isophthalic acid). Yield: 23.0%. As a reaction SMILES: C([O:4][C:5]1[CH:13]=[C:12]([C:14]([N:16]([CH2:27][C:28]2[CH:33]=[CH:32][CH:31]=[C:30]([O:34][C:35]3[CH:40]=[CH:39][C:38](Cl)=[CH:37][CH:36]=3)[CH:29]=2)[C@@H:17]2[C:26]3[C:21](=[CH:22][CH:23]=[CH:24][CH:25]=3)[CH2:20][CH2:19][CH2:18]2)=[O:15])[C:8]([C:9]([OH:11])=[O:10])=[CH:7][C:6]=1[C:42]([OH:44])=[O:43])(=O)C.C([O-])(O)=O.[Na+]>CO.O>[OH:4][C:5]1[CH:13]=[C:12]([C:14]([N:16]([CH2:27][C:28]2[CH:33]=[CH:32][CH:31]=[C:30]([O:34][C:35]3[CH:40]=[CH:39][CH:38]=[CH:37][CH:36]=3)[CH:29]=2)[C@@H:17]2[C:26]3[C:21](=[CH:22][CH:23]=[CH:24][CH:25]=3)[CH2:20][CH2:19][CH2:18]2)=[O:15])[C:8]([C:9]([OH:11])=[O:10])=[CH:7][C:6]=1[C:42]([OH:44])=[O:43] |f:1.2|. Procedure: The products from Example 104B (0.97 g, 1.68 mmol) in methanol (60 mL) were treated with NaHCO3 (3.9 g, 46.4 mmol) in water (30 mL) and the mixture was stirred at room temperature for 24 hours. The methanol was removed under reduced pressure and the remaining aqueous solution was acidified to pH 1 with 1N HCl. The acidified solution was extracted with ethyl acetate (5×15 mL). The organic extracts were combined, washed with brine (10 mL), dried over Na2SO4, filtered and the filtrate concentrated ... Reactants: BrC1=CC=2C=3C(CC(C3CO1)N(C)C)=CN(C2)[Si](C(C)C)(C(C)C)C(C)C ((5-Bromo-2-triisopropylsilanyl-2,7,8,9-tetrahydro-6-oxa-2-azabenzo[cd]azulen-8-yl)dimethylamine), [Li]CCCC (n-BuLi), CSSC (dimethyldisulfide). Run in [Cl-].[NH4+] (ammonium chloride), O1CCCC1 (tetrahydrofuran). Reaction conditions: time 1 hour. Product: CN(C1CC=2C=3C(C=C(OCC13)SC)=CN(C2)[Si](C(C)C)(C(C)C)C(C)C)C (Dimethyl-(5-methylsulfanyl-2-triisopropylsilanyl-2,7,8,9-tetrahydro-6-oxa-2-azabenzo[cd]-azulen-8-yl)amine). Isolated yield 69.0%. Reaction SMILES: Br[C:2]1[O:11][CH2:10][C:9]2[CH:8]([N:12]([CH3:14])[CH3:13])[CH2:7][C:6]3=[CH:15][N:16]([Si:18]([CH:25]([CH3:27])[CH3:26])([CH:22]([CH3:24])[CH3:23])[CH:19]([CH3:21])[CH3:20])[CH:17]=[C:4]([C:5]=23)[CH:3]=1.[Li]CCCC.[CH3:33][S:34]SC>O1CCCC1.[Cl-].[NH4+]>[CH3:14][N:12]([CH3:13])[CH:8]1[C:9]2[CH2:10][O:11][C:2]([S:34][CH3:33])=[CH:3][C:4]3=[CH:17][N:16]([Si:18]([CH:22]([CH3:24])[CH3:23])([CH:25]([CH3:27])[CH3:26])[CH:19]([CH3:20])[CH3:21])[CH:15]=[C:6]([C:5]=23)[CH2:7]1 |f:4.5|. Procedure: A solution of compound (42) 451 mg in dry tetrahydrofuran 5 ml was cooled at −70° C. n-BuLi (1.56 mol/l hexane solution) 1.3 ml was added dropwise to the solution and the mixture was stirred for 1 h. Then, dimethyldisulfide 185 μl was added and the mixture was stirred for 2 h. The reaction mixtures was diluted with an aqueous ammonium chloride solution and extracted with ethyl acetate. The extracts were washed with brine, dried over anhydrous magnesium sulfate and concentrated under reduced pres... The reactants are Cc1ccccc1, CC(C)N=C=O, O=C1Cc2ccccc2N1. The product is CC(C)NC(=O)N1C(=O)Cc2ccccc21. As a reaction SMILES: [CH3:17][c:18]1[cH:19][cH:20][cH:21][cH:22][cH:23]1.[CH:11]([CH3:12])([CH3:13])[N:14]=[C:15]=[O:16].[NH:1]1[C:2](=[O:10])[CH2:3][c:4]2[cH:5][cH:6][cH:7][cH:8][c:9]21>>[N:1]1([C:15]([NH:14][CH:11]([CH3:12])[CH3:13])=[O:16])[C:2](=[O:10])[CH2:3][c:4]2[cH:5][cH:6][cH:7][cH:8][c:9]21. Starting materials: OCc1cc(Br)ccn1, ClC(Cl)Cl. The product is O=Cc1cc(Br)ccn1. Reaction SMILES: [Br:1][c:2]1[cH:3][c:4]([CH2:8][OH:9])[n:5][cH:6][cH:7]1.[CH:10]([Cl:11])([Cl:12])[Cl:13]>>[Br:1][c:2]1[cH:3][c:4]([CH:8]=[O:9])[n:5][cH:6][cH:7]1. The reactants are N1=CC=CC=C1 (pyridine), ClC=1C=CC(=C(N)C1)O (5-Chloro-2-hydroxy aniline), C(CCCCCCCC)(=O)Cl (nonanoyl chloride). Run in ClC(C)Cl (dichloroethane). Run at time 2 hour. Product: ClC=1C=CC(=C(C1)NC(CCCCCCCC)=O)O (N-(5-chloro-2-hydroxyphenyl) nonanamide). Reaction SMILES: [Cl:1][C:2]1[CH:3]=[CH:4][C:5]([OH:9])=[C:6]([CH:8]=1)[NH2:7].N1C=CC=CC=1.[C:16](Cl)(=[O:25])[CH2:17][CH2:18][CH2:19][CH2:20][CH2:21][CH2:22][CH2:23][CH3:24]>ClC(Cl)C>[Cl:1][C:2]1[CH:3]=[CH:4][C:5]([OH:9])=[C:6]([NH:7][C:16](=[O:25])[CH2:17][CH2:18][CH2:19][CH2:20][CH2:21][CH2:22][CH2:23][CH3:24])[CH:8]=1. Procedure details: 5-Chloro-2-hydroxy aniline, 10.3 g (0.072 mole), is dissolved in 200 ml dichloroethane, containing 25 ml pyridine. The solution is stirred at 70° C. while nonanoyl chloride is added slowly. The solution is stirred for 2 hours. Excess pyridine is removed by washing the product with 4N hydrochloric acid. The product is then passed through a florisil column and crystallized at -20°. There is obtained N-(5-chloro-2-hydroxyphenyl) nonanamide (M.P. 93.5-94.0). Analysis shows 4.94% nitrogen and 12.53% ... Reactants: C(C)(C)(C)OC(NC1(COC(OC1)(C)C)CCC1=CC(=C(C=C1)CCCC1CCCCC1)C(F)(F)F)=O ((5-{2-[4-(3-cyclohexylpropyl)-3-trifluoromethylphenyl]ethyl}-2,2-dimethyl-1,3-dioxan-5-yl)carbamic acid t-butyl ester), C(C)O (ethanol), Cl (hydrochloric acid). Reaction conditions: temperature 80 celsius, time 2.5 hour. Yields the product Cl.NC(CO)(CO)CCC1=CC(=C(C=C1)OCCCC1CCCCC1)C(F)(F)F (2-amino-2-{2-[4-(3-cyclohexylpropoxy)-3-trifluoromethylphenyl]ethyl}propane-1,3-diol hydrochloride). As a reaction SMILES: C(OC(=O)[NH:7][C:8]1([CH2:16][CH2:17][C:18]2[CH:23]=[CH:22][C:21](CCCC3CCCCC3)=[C:20]([C:33]([F:36])([F:35])[F:34])[CH:19]=2)[CH2:13][O:12]C(C)(C)[O:10][CH2:9]1)(C)(C)C.[ClH:38].[CH2:39]([OH:41])[CH3:40]>>[ClH:38].[NH2:7][C:8]([CH2:16][CH2:17][C:18]1[CH:23]=[CH:22][C:21]([O:41][CH2:39][CH2:40][CH2:17][CH:18]2[CH2:23][CH2:22][CH2:21][CH2:20][CH2:19]2)=[C:20]([C:33]([F:34])([F:35])[F:36])[CH:19]=1)([CH2:9][OH:10])[CH2:13][OH:12] |f:3.4|. Reported procedure: Compound 9-2 (760 mg) was dissolved in ethanol (15 ml), concentrated hydrochloric acid (3 ml) was added, and the mixture was stirred at 80° C. for 2.5 hr. The reaction mixture was concentrated, and the residue was washed with diethyl ether to give the object product (525 mg) as a white powder. MS(ESI)m/z: 404[M+H]